From a dataset of the Open Reaction Database (ORD), a public repository of structured organic reaction records. describe an organic reaction: reactants, conditions, products, and yield Starting materials: ClC=1C=CC(=C(C=O)C1)O (5-Chloro-2-hydroxy-benzaldehyde), BrCCCO (3-bromo-propan-1-ol), C(=O)([O-])[O-].[K+].[K+] (K2CO3). Solvent: CN(C)C=O (DMF). Product: ClC=1C=CC(=C(C=O)C1)OCCCO (5-chloro-2-(3-hydroxy-propoxy)-benzaldehyde). Isolated yield 39.6%. RXN SMILES: [Cl:1][C:2]1[CH:3]=[CH:4][C:5]([OH:10])=[C:6]([CH:9]=1)[CH:7]=[O:8].Br[CH2:12][CH2:13][CH2:14][OH:15].C([O-])([O-])=O.[K+].[K+]>CN(C=O)C>[Cl:1][C:2]1[CH:3]=[CH:4][C:5]([O:10][CH2:12][CH2:13][CH2:14][OH:15])=[C:6]([CH:9]=1)[CH:7]=[O:8] |f:2.3.4|. Reported procedure: 5-Chloro-2-hydroxy-benzaldehyde (3.1 g, 20 mmol), 3-bromo-propan-1-ol (4.1 mL, 24 mmol), K2CO3 (5.5 g, 4 mmol) and KI (0.5 g) were mixed in DMF (20 mL). Then the mixture was irradiated under microwave at 200° C. for 1 h. The mixture was filtered and the filtrate was concentrated. The residue was dissolved in ethyl acetate and washed with 1N NaOH. Then the organic layer was separated, dried over Na2SO4 and concentrated to give title compound (Yield: 1.7 g, 59%).